From a dataset of the Open Reaction Database (ORD), a public repository of structured organic reaction records. describe an organic reaction: reactants, conditions, products, and yield The reactants are [Cu]I, CS(=O)(=O)c1ccc(I)c(C(=O)N2CCN(c3ccc(C(F)(F)F)cc3)CC2)c1, [K+], [K+], [K+], CN(C)C=O, O=P([O-])([O-])[O-], c1nc[nH]n1. Yields the product CS(=O)(=O)c1ccc(-n2cncn2)c(C(=O)N2CCN(c3ccc(C(F)(F)F)cc3)CC2)c1. Reaction SMILES: [Cu:43][I:44].[I:1][c:2]1[c:3]([C:12](=[O:13])[N:14]2[CH2:15][CH2:16][N:17]([c:20]3[cH:21][cH:22][c:23]([C:26]([F:27])([F:28])[F:29])[cH:24][cH:25]3)[CH2:18][CH2:19]2)[cH:4][c:5]([S:8](=[O:9])(=[O:10])[CH3:11])[cH:6][cH:7]1.[K+:40].[K+:41].[K+:42].[O:45]=[CH:46][N:47]([CH3:48])[CH3:49].[P:35]([O-:36])([O-:37])([O-:38])=[O:39].[nH:30]1[n:31][cH:32][n:33][cH:34]1>>[c:2]1(-[n:30]2[n:31][cH:32][n:33][cH:34]2)[c:3]([C:12](=[O:13])[N:14]2[CH2:15][CH2:16][N:17]([c:20]3[cH:21][cH:22][c:23]([C:26]([F:27])([F:28])[F:29])[cH:24][cH:25]3)[CH2:18][CH2:19]2)[cH:4][c:5]([S:8](=[O:9])(=[O:10])[CH3:11])[cH:6][cH:7]1.